Dataset: the Open Reaction Database (ORD), a public repository of structured organic reaction records. Task: describe an organic reaction: reactants, conditions, products, and yield The reactants are O=C([O-])[O-], CCOC(=O)c1cnc(Cl)c2c(CBr)csc12, CN(C)C=O, COc1ccc(Cn2nnc(-c3cccc(O)c3)n2)cc1, [Cs+], [Cs+], C1CCOC1. The product is CCOC(=O)c1cnc(Cl)c2c(COc3cccc(-c4nnn(Cc5ccc(OC)cc5)n4)c3)csc12. As a reaction SMILES: [C:1](=[O:2])([O-:3])[O-:4].[CH2:28]([CH3:29])[O:30][C:31](=[O:32])[c:33]1[c:34]2[c:35]([c:36]([Cl:39])[n:37][cH:38]1)[c:40]([CH2:43][Br:44])[cH:41][s:42]2.[CH3:45][N:46]([CH3:47])[CH:48]=[O:49].[CH3:7][O:8][c:9]1[cH:10][cH:11][c:12]([CH2:13][n:14]2[n:15][c:16](-[c:19]3[cH:20][c:21]([OH:25])[cH:22][cH:23][cH:24]3)[n:17][n:18]2)[cH:26][cH:27]1.[Cs+:5].[Cs+:6].[O:50]1[CH2:51][CH2:52][CH2:53][CH2:54]1>>[CH3:7][O:8][c:9]1[cH:10][cH:11][c:12]([CH2:13][n:14]2[n:15][c:16](-[c:19]3[cH:20][c:21]([O:25][CH2:43][c:40]4[c:35]5[c:34]([c:33]([C:31]([O:30][CH2:28][CH3:29])=[O:32])[cH:38][n:37][c:36]5[Cl:39])[s:42][cH:41]4)[cH:22][cH:23][cH:24]3)[n:17][n:18]2)[cH:26][cH:27]1.